This data is from the Open Reaction Database (ORD), a public repository of structured organic reaction records. The task is: describe an organic reaction: reactants, conditions, products, and yield The reactants are ClC1=CC=C(C=C1)C=1C=C2C(=NC1C1=C(C=C(C=C1)Cl)Cl)OC(CC2O)(C)C (6-(4-Chlorophenyl)-7-(2,4-dichlorophenyl)-2,2-dimethyl-3,4-dihydro-2H-pyrano[2,3-b]pyridin-4-ol), C(C)(=O)OC(C)=O (acetic anhydride). Run in N1=CC=CC=C1 (pyridine). Run at time 4 hour. The product is C(C)(=O)OC1CC(OC2=NC(=C(C=C21)C2=CC=C(C=C2)Cl)C2=C(C=C(C=C2)Cl)Cl)(C)C (6-(4-Chlorophenyl)-7-(2,4-dichlorophenyl)-2,2-dimethyl-3,4-dihydro-2H-pyrano[2,3-b]pyridin-4-yl acetate). Reaction SMILES: [Cl:1][C:2]1[CH:7]=[CH:6][C:5]([C:8]2[CH:9]=[C:10]3[CH:25]([OH:26])[CH2:24][C:23]([CH3:28])([CH3:27])[O:22][C:11]3=[N:12][C:13]=2[C:14]2[CH:19]=[CH:18][C:17]([Cl:20])=[CH:16][C:15]=2[Cl:21])=[CH:4][CH:3]=1.[C:29](OC(=O)C)(=[O:31])[CH3:30]>N1C=CC=CC=1>[C:29]([O:26][CH:25]1[C:10]2[C:11](=[N:12][C:13]([C:14]3[CH:19]=[CH:18][C:17]([Cl:20])=[CH:16][C:15]=3[Cl:21])=[C:8]([C:5]3[CH:4]=[CH:3][C:2]([Cl:1])=[CH:7][CH:6]=3)[CH:9]=2)[O:22][C:23]([CH3:28])([CH3:27])[CH2:24]1)(=[O:31])[CH3:30]. Reported procedure: To the product of Example 68 (25 mg, 0.0575 mmol) was added acetic anhydride (0.25 mL, 2.65 mmol) in pyridine (2 mL). The reaction was stirred 4 h and was concentrated. The residue was diluted with EtOAc and washed with 1 M aq HCl followed by saturated aq NaHCO3/1 M aq NaOH (1:1). The solution was dried (Na2SO4). The concentrated residue was purified by flash chromatography on silica gel eluted with 50% EtOAc in hexane affording the title compound. (LC-2) HPLC/MS: 475.9 (M+1), 477.9 (M+3); Rt=4.... The reactants are C(C)OC([C@H](CC1=CC=C(C=C1)OCC(=O)O)OC)=O ((2S)-3-(4-carboxymethoxy-phenyl)-2-methoxy-propionic acid ethyl ester), C(C)(C)(C)C1=NN=C(S1)N (5-tert-butyl-[1,3,4]thiadiazol-2-ylamine), C(C)O[C@H](C(=O)O)CC1=CC=C(C=C1)O[C@H](C)C(NCCC1=CC=C(C=C1)OC1=CC=CC=C1)=O ((2S,1R)-2-ethoxy-3-(4-{1-[2-(4-phenoxy-phenyl)-ethylcarbamoyl]-ethoxy}-phenyl)-propionic acid). Product: C(C)(C)(C)C1=NN=C(S1)NC(=O)COC1=CC=C(C=C1)C[C@@H](C(=O)O)OC ((2S)-3-{4-[(5-tert-butyl-[1,3,4]thiadiazol-2-ylcarbamoyl)-methoxy]-phenyl}-2-methoxy-propionic acid). Reaction SMILES: C([O:3][C:4](=[O:20])[C@@H:5]([O:18][CH3:19])[CH2:6][C:7]1[CH:12]=[CH:11][C:10]([O:13][CH2:14][C:15]([OH:17])=O)=[CH:9][CH:8]=1)C.[C:21]([C:25]1[S:29][C:28]([NH2:30])=[N:27][N:26]=1)([CH3:24])([CH3:23])[CH3:22].C(O[C@@H](CC1C=CC(O[C@@H](C(=O)NCCC2C=CC(OC3C=CC=CC=3)=CC=2)C)=CC=1)C(O)=O)C>>[C:21]([C:25]1[S:29][C:28]([NH:30][C:15]([CH2:14][O:13][C:10]2[CH:9]=[CH:8][C:7]([CH2:6][C@H:5]([O:18][CH3:19])[C:4]([OH:3])=[O:20])=[CH:12][CH:11]=2)=[O:17])=[N:27][N:26]=1)([CH3:24])([CH3:23])[CH3:22]. Reported procedure: The title compound was prepared from (2S)-3-(4-carboxymethoxy-phenyl)-2-methoxy-propionic acid ethyl ester (PREPARATION 3, step 2) and 5-tert-butyl-[1,3,4]thiadiazol-2-ylamine via the same procedure used for the preparation of (2S,1R)-2-ethoxy-3-(4-{1-[2-(4-phenoxy-phenyl)-ethylcarbamoyl]-ethoxy}-phenyl)-propionic acid (Example 1, step 3) to produce a colorless oil. MS (ES) for C18H23N3O5S [M−H]−: 392. The reactants are C[S+](C)(C)=O, CS(C)=O, CC(C)(C)C(=O)C(C)(F)n1cncn1, [I-], [K], C1CCOC1, O. Product: CC(C)(C)C1(C(C)(F)n2cncn2)CO1. RXN SMILES: [CH3:16][S+:17]([CH3:18])([CH3:19])=[O:20].[CH3:22][S:23](=[O:24])[CH3:25].[F:1][C:2]([CH3:3])([C:4]([C:5]([CH3:6])([CH3:7])[CH3:8])=[O:9])[n:10]1[n:11][cH:12][n:13][cH:14]1.[I-:15].[K:21].[O:27]1[CH2:28][CH2:29][CH2:30][CH2:31]1.[OH2:26]>>[F:1][C:2]([CH3:3])([C:4]1([C:5]([CH3:6])([CH3:7])[CH3:8])[O:9][CH2:16]1)[n:10]1[n:11][cH:12][n:13][cH:14]1. Reactants: O.[OH-].[Li+] (lithium hydroxide monohydrate), solution, O1CCCC1 (tetrahydrofuran), C=1(C(=CC=CC1)C(=O)CN1C(C(CN(C2=C1C=C(C=C2)C)C(C=C(C)C)=O)NC(=O)NC2=CC(=CC=C2)C(=O)OCC)=O)C (1-[1-(2-Toluoylmethyl)-2-oxo-5-(3-methyl-2-butenoyl)-8-methyl-1,3,4,5-tetrahydro-2H-1,5-benzodiazepin-3-yl]-3-(3-ethoxycarbonylphenyl)urea). Run in CO (methanol). Yields the product C=1(C(=CC=CC1)C(=O)CN1C(C(CN(C2=C1C=C(C=C2)C)C(C=C(C)C)=O)NC(NC=2C=C(C(=O)O)C=CC2)=O)=O)C (3-[3-[1-(2-toluoylmethyl)-2-oxo-5-(3-methyl-2-butenoyl)-8-methyl-1,3,4,5-tetrahydro-2H-1,5-benzodiazepin-3-yl]ureido]benzoic acid). Isolated yield 68.8%. RXN SMILES: [C:1]1([CH3:44])[C:2]([C:7]([CH2:9][N:10]2[C:16]3[CH:17]=[C:18]([CH3:21])[CH:19]=[CH:20][C:15]=3[N:14]([C:22](=[O:27])[CH:23]=[C:24]([CH3:26])[CH3:25])[CH2:13][CH:12]([NH:28][C:29]([NH:31][C:32]3[CH:37]=[CH:36][CH:35]=[C:34]([C:38]([O:40]CC)=[O:39])[CH:33]=3)=[O:30])[C:11]2=[O:43])=[O:8])=[CH:3][CH:4]=[CH:5][CH:6]=1.O.[OH-].[Li+].O1CCCC1>CO>[C:1]1([CH3:44])[C:2]([C:7]([CH2:9][N:10]2[C:16]3[CH:17]=[C:18]([CH3:21])[CH:19]=[CH:20][C:15]=3[N:14]([C:22](=[O:27])[CH:23]=[C:24]([CH3:25])[CH3:26])[CH2:13][CH:12]([NH:28][C:29](=[O:30])[NH:31][C:32]3[CH:33]=[C:34]([CH:35]=[CH:36][CH:37]=3)[C:38]([OH:40])=[O:39])[C:11]2=[O:43])=[O:8])=[CH:3][CH:4]=[CH:5][CH:6]=1 |f:1.2.3|. Procedure details: 1-[1-(2-Toluoylmethyl)-2-oxo-5-(3-methyl-2-butenoyl)-8-methyl-1,3,4,5-tetrahydro-2H-1,5-benzodiazepin-3-yl]-3-(3-ethoxycarbonylphenyl)urea (340 mg) was dissolved in methanol (16 ml), aqueous lithium hydroxide monohydrate (120 mg) solution (8 ml) and tetrahydrofuran (8 ml) were added, and the mixture was refluxed for 50 minutes. The reaction mixture was concentrated under reduced pressure, the residue was dissolved in water (150 ml), the solution was washed with diethyl ether, acidified with 1N h...